Dataset: the Open Reaction Database (ORD), a public repository of structured organic reaction records. Task: describe an organic reaction: reactants, conditions, products, and yield Reactants: [Li]CCCC, C1CCOC1, CCCCCC, CC(C)[N-]C(C)C, CC(C)NC(C)C, [Li+], C=C(N=[N+]=[N-])c1ccccc1, c1cc2sccc2cn1. Yields the product Nc1cc2cnccc2s1. Reaction SMILES: [CH2:16]([Li:17])[CH2:18][CH2:19][CH3:20].[CH2:41]1[O:42][CH2:43][CH2:44][CH2:45]1.[CH3:46][CH2:47][CH2:48][CH2:49][CH2:50][CH3:51].[CH:1]([N-:4][CH:2]([CH3:3])[CH3:5])([CH3:6])[CH3:7].[CH:9]([NH:10][CH:11]([CH3:12])[CH3:13])([CH3:14])[CH3:15].[Li+:8].[N:30]([C:31]([c:32]1[cH:33][cH:34][cH:35][cH:36][cH:37]1)=[CH2:38])=[N+:39]=[N-:40].[s:21]1[cH:22][cH:23][c:24]2[cH:25][n:26][cH:27][cH:28][c:29]12>>[NH2:4][c:22]1[s:21][c:29]2[c:24]([cH:23]1)[cH:25][n:26][cH:27][cH:28]2.